Dataset: the Open Reaction Database (ORD), a public repository of structured organic reaction records. Task: describe an organic reaction: reactants, conditions, products, and yield Starting materials: C(C1=CC=CC=C1)(=S)[O-].[K+] (potassium thiobenzoate), CC1=NC=C(C(=C1O)CCl)C=C (2-methyl-3-hydroxy-4-chloromethyl-5-vinylpyridine), O (water). The solvent is C(C)O (ethanol). Run at time 1 hour. The product is CC1=NC=C(C(=C1O)CSC(C1=CC=CC=C1)=O)C=C (2-methyl-3-hydroxy-4-benzoylthiomethyl-5-vinylpyridine). Reaction SMILES: [CH3:1][C:2]1[C:7]([OH:8])=[C:6]([CH2:9]Cl)[C:5]([CH:11]=[CH2:12])=[CH:4][N:3]=1.[C:13]([O-:21])(=[S:20])[C:14]1[CH:19]=[CH:18][CH:17]=[CH:16][CH:15]=1.[K+].O>C(O)C>[CH3:1][C:2]1[C:7]([OH:8])=[C:6]([CH2:9][S:20][C:13](=[O:21])[C:14]2[CH:19]=[CH:18][CH:17]=[CH:16][CH:15]=2)[C:5]([CH:11]=[CH2:12])=[CH:4][N:3]=1 |f:1.2|. Procedure: To a stirred solution of 65 g. of 2-methyl-3-hydroxy-4-chloromethyl-5-vinylpyridine in 1 liter of ethanol under nitrogen there was added 96 g. of potassium thiobenzoate in 200 ml. of water over 30 minutes. After 1 hour, the ethanol was evaporated at 40° C. and the aqueous solution was extracted with 4×300 ml. of ethyl acetate. The extract was washed with 1×75 ml. of water, dried over magnesium sulfate and concentrated to dryness to give 2-methyl-3-hydroxy-4-benzoylthiomethyl-5-vinylpyridine. The reactants are CC1(C2=C(NCCC1)C=C(C=C2)[N+](=O)[O-])C (5,5-Dimethyl-8-nitro-2,3,4,5-tetrahydro-1H-benzo[b]azepine), N1=CC=CC=C1 (pyridine), ClCC(=O)Cl (chloroacetyl chloride). Reagents/catalysts: CN(C1=CC=NC=C1)C (4-dimethylaminopyridine). Solvent: ClCCCl (1,2-Dichloroethane). Conditions: time 3 hour. Yields the product ClCC(=O)N1C2=C(C(CCC1)(C)C)C=CC(=C2)[N+](=O)[O-] (2-Chloro-1-(5,5-dimethyl-8-nitro-2,3,4,5-tetrahydro-benzo[b]azepin-1-yl)-ethanone). As a reaction SMILES: [CH3:1][C:2]1([CH3:16])[CH2:8][CH2:7][CH2:6][NH:5][C:4]2[CH:9]=[C:10]([N+:13]([O-:15])=[O:14])[CH:11]=[CH:12][C:3]1=2.N1C=CC=CC=1.[Cl:23][CH2:24][C:25](Cl)=[O:26]>CN(C)C1C=CN=CC=1.ClCCCl>[Cl:23][CH2:24][C:25]([N:5]1[CH2:6][CH2:7][CH2:8][C:2]([CH3:16])([CH3:1])[C:3]2[CH:12]=[CH:11][C:10]([N+:13]([O-:15])=[O:14])=[CH:9][C:4]1=2)=[O:26]. Procedure: 5,5-Dimethyl-8-nitro-2,3,4,5-tetrahydro-1H-benzo[b]azepine (0.837 g, 3.80 mmol), pyridine (0.408 mL, 5.04 mmol) and 4-dimethylaminopyridine (14.4 mg, 0.118 mmol) were dissolved in anhydrous 1,2-Dichloroethane (9.0 mL) before adding chloroacetyl chloride (0.403 mL, 5.07 mmol). The reaction was stirred at room temperature for 3 hours, washed sequentially with 1 N HCl, water, saturated sodium bicarbonate solution and brine. The organic phase was dried with magnesium sulfate, filtered and concentrat...